From a dataset of the Open Reaction Database (ORD), a public repository of structured organic reaction records. describe an organic reaction: reactants, conditions, products, and yield Starting materials: NC(C(O)C1=CC=C(C=C1)F)CC1=CC(=CC=C1)SC(F)(F)F ((1RS,2SR)-2-amino-1-(4-fluorophenyl)-3-{3-[(trifluoromethyl)thio]phenyl}propan-1-ol), FC1=CC=C(C2=CC=CC=C12)C(=O)O (4-fluoronaphthalenecarboxylic acid), Cl.C(C)N=C=NCCCN(C)C (1-ethyl-3-(3-dimethylaminopropyl)carbodiimide hydrochloride), O.ON1N=NC2=C1C=CC=C2 (1-hydroxybenzotriazole hydrate). The solvent is O (water), C(C)#N (acetonitrile). Run at time 8 hour. Yields the product FC1=CC=C(C2=CC=CC=C12)C(=O)NC(C(O)C1=CC=C(C=C1)F)CC1=CC(=CC=C1)SC(F)(F)F (4-fluoro-N-((1RS,2SR)-2-(4-fluorophenyl)-2-hydroxy-1-{3-[(trifluoromethyl)thio]benzyl}ethyl)-1-naphthamide). As a reaction SMILES: [NH2:1][CH:2]([CH2:12][C:13]1[CH:18]=[CH:17][CH:16]=[C:15]([S:19][C:20]([F:23])([F:22])[F:21])[CH:14]=1)[CH:3]([C:5]1[CH:10]=[CH:9][C:8]([F:11])=[CH:7][CH:6]=1)[OH:4].[F:24][C:25]1[C:34]2[C:29](=[CH:30][CH:31]=[CH:32][CH:33]=2)[C:28]([C:35](O)=[O:36])=[CH:27][CH:26]=1.Cl.C(N=C=NCCCN(C)C)C.O.ON1C2C=CC=CC=2N=N1>C(#N)C.O>[F:24][C:25]1[C:34]2[C:29](=[CH:30][CH:31]=[CH:32][CH:33]=2)[C:28]([C:35]([NH:1][CH:2]([CH2:12][C:13]2[CH:18]=[CH:17][CH:16]=[C:15]([S:19][C:20]([F:23])([F:22])[F:21])[CH:14]=2)[CH:3]([C:5]2[CH:10]=[CH:9][C:8]([F:11])=[CH:7][CH:6]=2)[OH:4])=[O:36])=[CH:27][CH:26]=1 |f:2.3,4.5|. Reported procedure: To a solution of (1RS,2SR)-2-amino-1-(4-fluorophenyl)-3-{3-[(trifluoromethyl)thio]phenyl}propan-1-ol (450 mg, 1.51 mmol) in acetonitrile (20 ml) were added 4-fluoronaphthalenecarboxylic acid (287 mg, 1.51 mmol), 1-ethyl-3-(3-dimethylaminopropyl)carbodiimide hydrochloride (435 mg, 2.27 mmol) and 1-hydroxybenzotriazole hydrate (231 mg, 1.51 mmol), and the mixture was stirred overnight at room temperature. The reaction solution was diluted with water (100 ml) and extracted with ethyl acetate (100 m...